This data is from the Open Reaction Database (ORD), a public repository of structured organic reaction records. The task is: describe an organic reaction: reactants, conditions, products, and yield The reactants are Cl.ClC=1C=C2C=CC(=CC2=CC1)S(=O)(=O)N1CCN(CC1)C(=O)C1=CC=2CNCCC2N1 (2-[[4-[(6-chloronaphthalen-2-yl)sulfonyl]piperazin-1-yl]carbonyl]-4,5,6,7-tetrahydro-1H-pyrrolo[3,2-c]pyridine hydrochloride), C(C)(=O)O (acetic acid), C(C)=O (acetaldehyde), C(C)(=O)O[BH-](OC(C)=O)OC(C)=O.[Na+] (sodium triacetoxyborohydride), C([O-])(O)=O.[Na+] (sodium bicarbonate). Solvent: C(C)N(CC)CC (triethylamine), CO (methanol), C(Cl)Cl (methylene chloride), C(Cl)Cl (methylene chloride). Conditions: time 15 minute. Yields the product Cl.ClC=1C=C2C=CC(=CC2=CC1)S(=O)(=O)N1CCN(CC1)C(=O)C1=CC=2CN(CCC2N1)CC (2-[[4-[(6-Chloronaphthalen-2-yl)sulfonyl]piperazin-1-yl]carbonyl]-5-ethyl-4,5,6,7-tetrahydro-1H-pyrrolo[3,2-c]pyridine hydrochloride). Isolated yield 103.8%. As a reaction SMILES: Cl.[Cl:2][C:3]1[CH:4]=[C:5]2[C:10](=[CH:11][CH:12]=1)[CH:9]=[C:8]([S:13]([N:16]1[CH2:21][CH2:20][N:19]([C:22]([C:24]3[NH:32][C:31]4[CH2:30][CH2:29][NH:28][CH2:27][C:26]=4[CH:25]=3)=[O:23])[CH2:18][CH2:17]1)(=[O:15])=[O:14])[CH:7]=[CH:6]2.[C:33](O)(=O)[CH3:34].C(=O)C.C(O[BH-](OC(=O)C)OC(=O)C)(=O)C.[Na+].C(=O)(O)[O-].[Na+]>C(Cl)Cl.C(N(CC)CC)C.CO>[ClH:2].[Cl:2][C:3]1[CH:4]=[C:5]2[C:10](=[CH:11][CH:12]=1)[CH:9]=[C:8]([S:13]([N:16]1[CH2:21][CH2:20][N:19]([C:22]([C:24]3[NH:32][C:31]4[CH2:30][CH2:29][N:28]([CH2:33][CH3:34])[CH2:27][C:26]=4[CH:25]=3)=[O:23])[CH2:18][CH2:17]1)(=[O:15])=[O:14])[CH:7]=[CH:6]2 |f:0.1,4.5,6.7,11.12|. Procedure details: In methylene chloride (3.0 ml), 2-[[4-[(6-chloronaphthalen-2-yl)sulfonyl]piperazin-1-yl]carbonyl]-4,5,6,7-tetrahydro-1H-pyrrolo[3,2-c]pyridine hydrochloride (149 mg) was suspended, followed by the addition of methanol (0.6 ml), triethylamine (82.5 μl), acetic acid (51.0 μl, 891 μmol), acetaldehyde (19.5 μl) and sodium triacetoxyborohydride (74.0 mg) at room temperature. The resulting mixture was stirred for 15 minutes. To the reaction mixture, a saturated aqueous solution (30 ml) of sodium bicar... Starting materials: CCC(CC)(c1ccc(CCC(O)C(C)(C)C)c(C)c1)c1ccc(-c2ccc(C(N)C(=O)OC)cc2)c(C)c1, CC(C)=O, Cl. Yields the product CCC(CC)(c1ccc(CCC(O)C(C)(C)C)c(C)c1)c1ccc(-c2ccc(C(N)C(=O)O)cc2)c(C)c1. As a reaction SMILES: [CH3:2][O:3][C:4]([CH:5]([c:6]1[cH:7][cH:8][c:9](-[c:12]2[c:13]([CH3:38])[cH:14][c:15]([C:18]([CH2:19][CH3:20])([c:21]3[cH:22][c:23]([CH3:35])[c:24]([CH2:27][CH2:28][CH:29]([C:30]([CH3:31])([CH3:32])[CH3:33])[OH:34])[cH:25][cH:26]3)[CH2:36][CH3:37])[cH:16][cH:17]2)[cH:10][cH:11]1)[NH2:39])=[O:40].[CH3:41][C:42](=[O:43])[CH3:44].[ClH:1]>>[O:3]=[C:4]([CH:5]([c:6]1[cH:7][cH:8][c:9](-[c:12]2[c:13]([CH3:38])[cH:14][c:15]([C:18]([CH2:19][CH3:20])([c:21]3[cH:22][c:23]([CH3:35])[c:24]([CH2:27][CH2:28][CH:29]([C:30]([CH3:31])([CH3:32])[CH3:33])[OH:34])[cH:25][cH:26]3)[CH2:36][CH3:37])[cH:16][cH:17]2)[cH:10][cH:11]1)[NH2:39])[OH:40]. Reaction SMILES: [C:30](=[O:31])([O-:32])[O-:33].[CH:36]1([NH2:37])[CH2:38][CH2:39][CH2:40][CH2:41][CH:42]1[NH2:43].[Cu:44]([I:45])[I:46].[F:1][c:2]1[cH:3][c:4]2[cH:5][c:6]([C:19](=[O:20])[NH2:21])[n:7]([CH2:11][c:12]3[cH:13][c:14]([F:18])[cH:15][cH:16][cH:17]3)[c:8]2[cH:9][cH:10]1.[K+:34].[K+:35].[NH2:22][c:23]1[n:24][cH:25][cH:26][c:27]([Br:29])[cH:28]1.[O:48]1[CH2:49][CH2:50][O:51][CH2:52][CH2:53]1.[OH2:47]>>[F:1][c:2]1[cH:3][c:4]2[cH:5][c:6]([C:19](=[O:20])[NH:21][c:27]3[cH:26][cH:25][n:24][c:23]([NH2:22])[cH:28]3)[n:7]([CH2:11][c:12]3[cH:13][c:14]([F:18])[cH:15][cH:16][cH:17]3)[c:8]2[cH:9][cH:10]1. Product: Nc1cc(NC(=O)c2cc3cc(F)ccc3n2Cc2cccc(F)c2)ccn1. The reactants are O=C([O-])[O-], NC1CCCCC1N, I[Cu]I, NC(=O)c1cc2cc(F)ccc2n1Cc1cccc(F)c1, [K+], [K+], Nc1cc(Br)ccn1, C1COCCO1, O. The reactants are CCOP(=O)(CC#N)OCC, C1CCOC1, C[Si](C)(C)[N-][Si](C)(C)C, [Li+], COc1cccc(C(=O)c2ccc3c(c2)OCCO3)c1, O. Product: COc1cccc(C(=CC#N)c2ccc3c(c2)OCCO3)c1. RXN SMILES: [CH2:1]([O:2][P:3](=[O:4])([O:5][CH2:6][CH3:7])[CH2:9][C:10]#[N:11])[CH3:8].[CH2:43]1[O:44][CH2:45][CH2:46][CH2:47]1.[CH3:12][Si:13]([N-:14][Si:15]([CH3:16])([CH3:17])[CH3:18])([CH3:19])[CH3:20].[Li+:21].[O:22]1[CH2:23][CH2:24][O:25][c:26]2[c:27]1[cH:28][cH:29][c:30]([C:32](=[O:33])[c:34]1[cH:35][c:36]([O:40][CH3:41])[cH:37][cH:38][cH:39]1)[cH:31]2.[OH2:42]>>[CH:9]([C:10]#[N:11])=[C:32]([c:30]1[cH:29][cH:28][c:27]2[c:26]([cH:31]1)[O:25][CH2:24][CH2:23][O:22]2)[c:34]1[cH:35][c:36]([O:40][CH3:41])[cH:37][cH:38][cH:39]1. The product is ClC1=CC=C(C=C1)C1=C(C(=C2CC3=C(N(C=4C=CC=CC34)C)CN12)C(=O)OC)C(=O)OC (dimethyl 3-(4-chlorophenyl)-6-methyl-6,11-dihydro-5H-indolizino[6,7-b]indole-1,2-dicarboxylate). Reactants: ClC1=CC=C(C(=O)N2CC=3N(C4=CC=CC=C4C3CC2C(=O)O)C)C=C1 (2-(4-chlorobenzoyl)-9-methyl-1,2,3,4-tetra-hydropyrido[3,4-b]indole-3-carboxylic acid), COC(=O)C#CC(=O)OC (DMAD). RXN SMILES: [Cl:1][C:2]1[CH:26]=[CH:25][C:5]([C:6]([N:8]2[CH:20](C(O)=O)[CH2:19][C:18]3[C:17]4[C:12](=[CH:13][CH:14]=[CH:15][CH:16]=4)[N:11]([CH3:24])[C:10]=3[CH2:9]2)=O)=[CH:4][CH:3]=1.[CH3:27][O:28][C:29]([C:31]#[C:32][C:33]([O:35][CH3:36])=[O:34])=[O:30]>>[Cl:1][C:2]1[CH:26]=[CH:25][C:5]([C:6]2[N:8]3[C:20]([CH2:19][C:18]4[C:17]5[CH:16]=[CH:15][CH:14]=[CH:13][C:12]=5[N:11]([CH3:24])[C:10]=4[CH2:9]3)=[C:31]([C:29]([O:28][CH3:27])=[O:30])[C:32]=2[C:33]([O:35][CH3:36])=[O:34])=[CH:4][CH:3]=1. Reaction conditions: temperature 80 celsius. Procedure: A mixture of 2-(4-chlorobenzoyl)-9-methyl-1,2,3,4-tetra-hydropyrido[3,4-b]indole-3-carboxylic acid (4 g, 10.8 mmol), DMAD (2.3 g, 16.3 mmol) in AC20 (30 mL) was heated at 80° C. for 2 h. The reaction mixture evaporated in vacuo to dryness. The residue was recrystallized from MeOH to give dimethyl 3-(4-chlorophenyl)-6-methyl-6,11-dihydro-5H-indolizino[6,7-b]indole-1,2-dicarboxylate, 3.5 g, (72%); mp 264-265° C. 1H NMR (DMSO-d6) δ 3.60 (6H, s, 2×COOMe), 3.78 (3H, s, NMe), 4.30 (2H, s, CH2), 5.18 (... Reactants: CCCCCCCCCCCC[Sn](Cl)(CCCCCCCCCCCC)CCCCCCCCCCCC, CO, [Na+], [OH-]. Product: CCCCCCCCCCCC[Sn+](CCCCCCCCCCCC)CCCCCCCCCCCC, [OH-]. RXN SMILES: [CH2:1]([CH2:2][CH2:3][CH2:4][CH2:5][CH2:6][CH2:7][CH2:8][CH2:9][CH2:10][CH2:11][CH3:12])[Sn:13]([CH2:14][CH2:15][CH2:16][CH2:17][CH2:18][CH2:19][CH2:20][CH2:21][CH2:22][CH2:23][CH2:24][CH3:25])([CH2:26][CH2:27][CH2:28][CH2:29][CH2:30][CH2:31][CH2:32][CH2:33][CH2:34][CH2:35][CH2:36][CH3:37])[Cl:38].[CH3:41][OH:42].[Na+:40].[OH-:39]>>[CH2:1]([CH2:2][CH2:3][CH2:4][CH2:5][CH2:6][CH2:7][CH2:8][CH2:9][CH2:10][CH2:11][CH3:12])[Sn+:13]([CH2:14][CH2:15][CH2:16][CH2:17][CH2:18][CH2:19][CH2:20][CH2:21][CH2:22][CH2:23][CH2:24][CH3:25])[CH2:26][CH2:27][CH2:28][CH2:29][CH2:30][CH2:31][CH2:32][CH2:33][CH2:34][CH2:35][CH2:36][CH3:37].[OH-:39]. The reactants are CCCC1CCC(C(=O)O)CC1, Cc1ccccc1, O=S(Cl)Cl, c1ccncc1. Product: CCCC1CCC(C(=O)O)CC1, [Cl-]. RXN SMILES: [CH2:8]([CH2:9][CH3:10])[CH:11]1[CH2:12][CH2:13][CH:14]([C:17](=[O:18])[OH:19])[CH2:15][CH2:16]1.[CH3:1][c:2]1[cH:3][cH:4][cH:5][cH:6][cH:7]1.[S:20]([Cl:21])([Cl:22])=[O:23].[cH:24]1[cH:25][cH:26][n:27][cH:28][cH:29]1>>[CH2:8]([CH2:9][CH3:10])[CH:11]1[CH2:12][CH2:13][CH:14]([C:17](=[O:18])[OH:19])[CH2:15][CH2:16]1.[Cl-:22]. Reactants: FC(C1=CC=C(C=C1)[C@]12CNC[C@@H]2C1)(F)F ((1S,5R)-1-(4-trifluoromethyl-phenyl)-3-aza-bicyclo[3.1.0]hexane), CC(=O)O (AcOH), [BH-](OC(=O)C)(OC(=O)C)OC(=O)C.[Na+] (NaBH(AcO)3), FC1=C(C=CC=C1)C1=NC(N(C=C1)CCCC=O)=O (4-[4-(2-Fluoro-phenyl)-2-oxo-2H-pyrimidin-1-yl]-butyraldehyde), ClCCCl (DCE). Reaction conditions: temperature 0 celsius, time 10 minute. Yields the product Cl.FC1=C(C=CC=C1)C1=NC(N(C=C1)CCCCN1C[C@]2(C[C@H]2C1)C1=CC=C(C=C1)C(F)(F)F)=O (4-(2-fluorophenyl)-1-(4-{(1S,5R)-1-[4-(trifluoromethyl)phenyl]-3-azabicyclo[3.1.0]hex-3-yl}butyl)-2(1H)-pyrimidinone hydrochloride). The yield is 58.0%. As a reaction SMILES: [F:1][C:2]1[CH:7]=[CH:6][CH:5]=[CH:4][C:3]=1[C:8]1[CH:13]=[CH:12][N:11]([CH2:14][CH2:15][CH2:16][CH:17]=O)[C:10](=[O:19])[N:9]=1.[F:20][C:21]([F:35])([F:34])[C:22]1[CH:27]=[CH:26][C:25]([C@:28]23[CH2:33][C@H:32]2[CH2:31][NH:30][CH2:29]3)=[CH:24][CH:23]=1.CC(O)=O.[BH-](OC(C)=O)(OC(C)=O)OC(C)=O.[Na+].[Cl:54]CCCl>>[ClH:54].[F:1][C:2]1[CH:7]=[CH:6][CH:5]=[CH:4][C:3]=1[C:8]1[CH:13]=[CH:12][N:11]([CH2:14][CH2:15][CH2:16][CH2:17][N:30]2[CH2:31][C@H:32]3[C@:28]([C:25]4[CH:24]=[CH:23][C:22]([C:21]([F:20])([F:35])[F:34])=[CH:27][CH:26]=4)([CH2:33]3)[CH2:29]2)[C:10](=[O:19])[N:9]=1 |f:3.4,6.7|. Procedure: 4-[4-(2-Fluoro-phenyl)-2-oxo-2H-pyrimidin-1-yl]-butyraldehyde (Prep41, 50 mg, 0.19 mmol) was dissolved in DCE (5.5 ml). The resulting solution was cooled at 0° C. and then (1S,5R)-1-(4-trifluoromethyl-phenyl)-3-aza-bicyclo[3.1.0]hexane (Prep4, 53 mg, 0.23 mmol), AcOH (13 μl) and NaBH(AcO)3 (45 mg, 0.21 mmol) were added. The mixture was stirred for 10 minutes at 0° C. 1N NaOHaq was added and the product was extracted with DCM. The organic phase was dried (Na2SO4) and evaporated. The crude was pur...